From a dataset of the Open Reaction Database (ORD), a public repository of structured organic reaction records. describe an organic reaction: reactants, conditions, products, and yield Yields the product ON=C(Cl)c1ccccc1. The reactants are ON=Cc1ccccc1, ClC(Cl)Cl, [Cl-], O=C1CCC(=O)N1Cl, [Na+], c1ccncc1. RXN SMILES: [CH:1]([c:2]1[cH:3][cH:4][cH:5][cH:6][cH:7]1)=[N:8][OH:9].[CH:26]([Cl:27])([Cl:28])[Cl:29].[Cl-:24].[Cl:16][N:17]1[C:18](=[O:19])[CH2:20][CH2:21][C:22]1=[O:23].[Na+:25].[cH:10]1[cH:11][cH:12][n:13][cH:14][cH:15]1>>[C:1]([c:2]1[cH:3][cH:4][cH:5][cH:6][cH:7]1)(=[N:8][OH:9])[Cl:16].